From a dataset of the Open Reaction Database (ORD), a public repository of structured organic reaction records. describe an organic reaction: reactants, conditions, products, and yield Starting materials: C(C)(=O)O[C@H]1[C@@H](C(N1C(C(=O)OC)=C(C)C)=O)NC(=O)OCC1=CC=CC=C1 (methyl 2-((3S,4S)-4-acetoxy-3-benzyloxycarbonylaminoazetidin-2-on-1-yl)-3-methylbut-2-enoate), O=[O+][O-] (ozone), O=O (oxygen). Run in CO (methanol), C(Cl)Cl (methylene chloride). Yields the product C(C)(=O)O[C@H]1[C@@H](C(N1C(C(=O)OC)=O)=O)NC(=O)OCC1=CC=CC=C1 (methyl ((3S,4S)-4-acetoxy-3-benzyloxycarbonylaminoazetidin-2-on-1-yl)-2-oxoacetate). Reaction SMILES: [C:1]([O:4][C@@H:5]1[N:8]([C:9](=C(C)C)[C:10]([O:12][CH3:13])=[O:11])[C:7](=[O:17])[C@H:6]1[NH:18][C:19]([O:21][CH2:22][C:23]1[CH:28]=[CH:27][CH:26]=[CH:25][CH:24]=1)=[O:20])(=[O:3])[CH3:2].[O:29]=[O+][O-].O=O>CO.C(Cl)Cl>[C:1]([O:4][C@@H:5]1[N:8]([C:9](=[O:29])[C:10]([O:12][CH3:13])=[O:11])[C:7](=[O:17])[C@H:6]1[NH:18][C:19]([O:21][CH2:22][C:23]1[CH:28]=[CH:27][CH:26]=[CH:25][CH:24]=1)=[O:20])(=[O:3])[CH3:2]. Procedure: Into a solution of 970 mg (2.5 mmol) methyl 2-((3S,4S)-4-acetoxy-3-benzyloxycarbonylaminoazetidin-2-on-1-yl)-3-methylbut-2-enoate in 40 ml of methanol, at -10° C., for 120 minutes a mixture of ozone and oxygen is introduced at a rate of 0.1 mmol per minute. The clear solution is diluted with 60 ml of methylene chloride and the mixture subsequently washed with 50 ml of aqueous sodium bisulfite solution (10%) and 100 ml of saturated sodium chloride solution. After drying of the organic layer over ...